From a dataset of the Open Reaction Database (ORD), a public repository of structured organic reaction records. describe an organic reaction: reactants, conditions, products, and yield The reactants are Cl (hydrochloric acid), C(C)(=O)NC=1SC(=CN1)SC1=C(C=C(C=C1)F)F (2-acetamido-5-(2,4-difluorophenylthio)thiazole). Procedure details: A mixture of 2-acetamido-5-(2,4-difluorophenylthio)thiazole (14.8 g) in a mixture of ethanol (150 ml) and concentrated hydrochloric acid (15 ml) was refluxed for 1.5 hours with stirring. The reaction mixture was concentrated under reduced pressure and the residue was dissolved in water. The solution was adjusted to pH 12 using aqueous sodium hydroxide with stirring under ice-cooling. The mixture was extracted with ethyl acetate, washed with water and dried over magnesium sulfate. The organic lay... Run in C(C)O (ethanol). As a reaction SMILES: C([NH:4][C:5]1[S:6][C:7]([S:10][C:11]2[CH:16]=[CH:15][C:14]([F:17])=[CH:13][C:12]=2[F:18])=[CH:8][N:9]=1)(=O)C.Cl>C(O)C>[NH2:4][C:5]1[S:6][C:7]([S:10][C:11]2[CH:16]=[CH:15][C:14]([F:17])=[CH:13][C:12]=2[F:18])=[CH:8][N:9]=1. Product: NC=1SC(=CN1)SC1=C(C=C(C=C1)F)F (2-amino-5-(2,4-difluorophenylthio)thiazole). Yield: 49.6%. Reactants: [Co]=O (cobalt oxide), [N+](=O)(O)[O-] (nitric acid). Yields the product [N+](=O)([O-])[O-].[Co+2].[N+](=O)([O-])[O-] (cobalt nitrate). As a reaction SMILES: [Co:1]=O.[N+:3]([O-:6])([OH:5])=[O:4]>>[N+:3]([O-:6])([O-:5])=[O:4].[Co+2:1].[N+:3]([O-:6])([O-:5])=[O:4] |f:2.3.4|. Procedure details: dissolving the cobalt oxide with a dilute nitric acid solution to yield a second cobalt nitrate solution; and Isolated yield 18.5%. Reported procedure: To a mixture of 1,2,3,9-tetrahydro-4H-carbazol-4-one (6.02 g, 32.5 mmol) in 1:1 ethylene glycol: p-dioxane (100 mL) at 80° C. is added copper (II) chloride (21 g, 156.2 mmol). The mixture is heated for 20 minutes. The mixture is then partitioned between water and ethyl acetate. The layers are separated and the organic layer is washed three times with water (200 mL). The organic layer is dried over anhydrous sodium sulfate, filtered, and concentrated. The residue is dissolved in DMF (100 mL) to w... The product is C1=CC=C(C=2C3=CC=CC=C3NC12)O (9H-Carbazol-4-ol). The solvent is O1CCOCC1 (p-dioxane). Reaction SMILES: [CH2:1]1[C:13]2[NH:12][C:11]3[C:6](=[CH:7][CH:8]=[CH:9][CH:10]=3)[C:5]=2[C:4](=[O:14])[CH2:3][CH2:2]1.C(O)CO.[Br-].[Li+].C(=O)([O-])[O-].[Li+].[Li+]>[Cu](Cl)Cl.O1CCOCC1>[CH:1]1[C:13]2[NH:12][C:11]3[C:6](=[CH:7][CH:8]=[CH:9][CH:10]=3)[C:5]=2[C:4]([OH:14])=[CH:3][CH:2]=1 |f:2.3,4.5.6|. Run at temperature 120 celsius. Reactants: C1CCC(C=2C3=CC=CC=C3NC12)=O (1,2,3,9-tetrahydro-4H-carbazol-4-one), C(CO)O (ethylene glycol), [Br-].[Li+] (lithium bromide), C([O-])([O-])=O.[Li+].[Li+] (lithium carbonate). The reagents and catalysts are [Cu](Cl)Cl (copper (II) chloride). Starting materials: COC=1C=C(C=CC1)C1C(CN(CC1)C)C(=O)OCC (Ethyl 4-(3'-Methoxyphenyl)-1-methylpiperidine-3-carboxylate), [OH-].[Na+] (NaOH), CO (CH3OH). The solvent is O (H2O). The product is COC=1C=C(C=CC1)C1C(C(N(CC1)C)=O)=C (4-(3'-methoxyphenyl)-1-methyl-3-methylene-2-piperidone). Isolated yield 93.1%. As a reaction SMILES: [CH3:1][O:2][C:3]1[CH:4]=[C:5]([CH:9]2[CH2:14][CH2:13][N:12]([CH3:15])[CH2:11][CH:10]2[C:16](OCC)=O)[CH:6]=[CH:7][CH:8]=1.[OH-:21].[Na+].CO>O>[CH3:1][O:2][C:3]1[CH:4]=[C:5]([CH:9]2[CH2:14][CH2:13][N:12]([CH3:15])[C:11](=[O:21])[C:10]2=[CH2:16])[CH:6]=[CH:7][CH:8]=1 |f:1.2|. Procedure details: The ester ethyl 4-(3'-methoxyphenyl)-1-methylpiperidine-3-carboxylate (23)(5.0 g, 17.5 mmol), NaOH (1.49 g, 35 mmol), CH3OH (50 mL), and H2O (25 mL) were refluxed for 5 h. After the thorough removal of solvents, the residue was mixed with acetic anhydride (50 mL) and refluxed for 1 h, then cooled and evaporated and the crude reaction product partitioned between CHCl3 (50 mL) and saturated NaHCO3 (50 mL, pH 8). The aqueous layer was extracted with CHCl3 (2×50 mL) and the combined organic phases d...